From a dataset of the Open Reaction Database (ORD), a public repository of structured organic reaction records. describe an organic reaction: reactants, conditions, products, and yield Reactants: FC(=CC(C)(C1=CC=C(C=C1)Cl)C)S(=O)(=O)C1=CC=CC=C1 (1-fluoro-1-phenylsulfonyl-3-methyl-3-(4-chlorophenyl)-1-butene), C(CCC)[SnH](CCCC)CCCC (tributyltin hydride), N(=NC(C#N)(C)C)C(C#N)(C)C (azobisisobutyronitrile). Solvent: C1CCCCC1 (cyclohexane). Yields the product FC(=CC(C)(C)C1=CC=C(C=C1)Cl)[Sn](CCCC)(CCCC)CCCC (1-fluoro-3-(4-chlorophenyl)-3-methyl-1-tributylstannyl-1-butene). Reaction SMILES: [F:1][C:2](S(C1C=CC=CC=1)(=O)=O)=[CH:3][C:4]([CH3:13])([C:6]1[CH:11]=[CH:10][C:9]([Cl:12])=[CH:8][CH:7]=1)[CH3:5].[CH2:23]([SnH:27]([CH2:32][CH2:33][CH2:34][CH3:35])[CH2:28][CH2:29][CH2:30][CH3:31])[CH2:24][CH2:25][CH3:26].N(C(C)(C)C#N)=NC(C)(C)C#N>C1CCCCC1>[F:1][C:2]([Sn:27]([CH2:28][CH2:29][CH2:30][CH3:31])([CH2:32][CH2:33][CH2:34][CH3:35])[CH2:23][CH2:24][CH2:25][CH3:26])=[CH:3][C:4]([C:6]1[CH:7]=[CH:8][C:9]([Cl:12])=[CH:10][CH:11]=1)([CH3:5])[CH3:13]. Reported procedure: Under a nitrogen atmosphere, a stirring solution of 22.7 grams (0.067 mole) of 1-fluoro-1-phenylsulfonyl-3-methyl-3-(4-chlorophenyl)-1-butene, 42.0 grams (0.14 mole) of tributyltin hydride, and 0.5 gram (catalyst) of azobisisobutyronitrile in 700 mL of cyclohexane is heated at reflux for about three hours. After this time the reaction mixture is cooled to ambient temperature, and 125 mL of silica gel is added. The mixture is concentrated under reduced pressure, and the residue is subjected to co... Reactants: C(C)(=O)OCC (ethyl acetate), [F-].C(CCC)[N+](CCCC)(CCCC)CCCC (tetrabutylammonium fluoride), solution, ClC=1C=C(C=C(C1)Cl)C1=CC=C2C(=NN(C2=C1)COCC[Si](C)(C)C)NC(CCC)=O (N-[6-(3,5-dichlorophenyl)-1-[[2-(trimethylsilyl)ethoxy]methyl]-1H-indazol-3-yl]butanamide). Run in O1CCCC1 (tetrahydrofuran), O1CCCC1 (tetrahydrofuran). Reaction conditions: temperature 65 celsius. The product is ClC=1C=C(C=C(C1)Cl)C1=CC=C2C(=NNC2=C1)NC(CCC)=O (N-[6-(3,5-dichlorophenyl)-1H-indazol-3-yl]butanamide). As a reaction SMILES: [F-].C([N+](CCCC)(CCCC)CCCC)CCC.[Cl:19][C:20]1[CH:21]=[C:22]([C:27]2[CH:35]=[C:34]3[C:30]([C:31]([NH:44][C:45](=[O:49])[CH2:46][CH2:47][CH3:48])=[N:32][N:33]3COCC[Si](C)(C)C)=[CH:29][CH:28]=2)[CH:23]=[C:24]([Cl:26])[CH:25]=1.C(OCC)(=O)C>O1CCCC1>[Cl:19][C:20]1[CH:21]=[C:22]([C:27]2[CH:35]=[C:34]3[C:30]([C:31]([NH:44][C:45](=[O:49])[CH2:46][CH2:47][CH3:48])=[N:32][NH:33]3)=[CH:29][CH:28]=2)[CH:23]=[C:24]([Cl:26])[CH:25]=1 |f:0.1|. Procedure details: 11.2 cm3 of tetrabutylammonium fluoride as a 1M solution in tetrahydrofuran are added to 1 g of N-[6-(3,5-dichlorophenyl)-1-[[2-(trimethylsilyl)ethoxy]methyl]-1H-indazol-3-yl]butanamide, described previously, in 20 cm3 of tetrahydrofuran, the reaction medium is then heated at about 65° C. for 18 hours and the heating is stopped to add 75 cm3 of ethyl acetate. The organic phase is washed with 2×50 cm3 of saturated aqueous sodium hydrogen carbonate solution and then with 50 cm3 of saturated aqueou... Reactants: C(O)([O-])=O.[Na+] (sodium hydrogencarbonate), C1(=CC=CC=C1)P(C1=CC=CC=C1)(C1=CC=CC=C1)=O (triphenylphosphine oxide), FC(S(=O)(=O)OS(=O)(=O)C(F)(F)F)(F)F (trifluoromethanesulfonic anhydride), C(C1=CC=CC=C1)SC(CN1CCN(CC1)C(=O)OC(C)(C)C)(CNC(=O)C=1NC2=C(C=CC=C2C1)N(S(=O)(=O)C=1SC=CC1)C)C (tert-Butyl 4-{2-(benzylthio)-2-methyl-3-[({7-[methyl(2-thienylsulfonyl)amino]-1H-indol-2-yl}carbonyl)amino]propyl}piperazine-1-carboxylate), CSC (dimethylsulfide). Run in C(C)#N (acetonitrile). Conditions: temperature 0 celsius, time 30 minute. Yields the product CN(S(=O)(=O)C=1SC=CC1)C=1C=CC=C2C=C(NC12)C=1SC(CN1)(CN1CCNCC1)C (N-methyl-N-{2-[5-methyl-5-(piperazine-1-ylmethyl)-4,5-dihydro-1,3-thiazol-2-yl]-1H-indol-7-yl}thiophene-2-sulfonamide). The yield is 45.1%. As a reaction SMILES: C1(P(=O)(C2C=CC=CC=2)C2C=CC=CC=2)C=CC=CC=1.FC(F)(F)S(OS(C(F)(F)F)(=O)=O)(=O)=O.C([S:43][C:44]([CH3:82])([CH2:59][NH:60][C:61]([C:63]1[NH:64][C:65]2[C:70]([CH:71]=1)=[CH:69][CH:68]=[CH:67][C:66]=2[N:72]([CH3:81])[S:73]([C:76]1[S:77][CH:78]=[CH:79][CH:80]=1)(=[O:75])=[O:74])=O)[CH2:45][N:46]1[CH2:51][CH2:50][N:49](C(OC(C)(C)C)=O)[CH2:48][CH2:47]1)C1C=CC=CC=1.CSC.C(=O)([O-])O.[Na+]>C(#N)C>[CH3:81][N:72]([C:66]1[CH:67]=[CH:68][CH:69]=[C:70]2[C:65]=1[NH:64][C:63]([C:61]1[S:43][C:44]([CH3:82])([CH2:45][N:46]3[CH2:51][CH2:50][NH:49][CH2:48][CH2:47]3)[CH2:59][N:60]=1)=[CH:71]2)[S:73]([C:76]1[S:77][CH:78]=[CH:79][CH:80]=1)(=[O:75])=[O:74] |f:4.5|. Procedure: To a mixture of triphenylphosphine oxide (3.09 g) and acetonitrile (20 mL) was slowly added trifluoromethanesulfonic anhydride (0.93 mL) at 0° C., and the mixture was stirred for 10 min. tert-Butyl 4-{2-(benzylthio)-2-methyl-3-[({7-[methyl(2-thienylsulfonyl)amino]-1H-indol-2-yl}carbonyl)amino]propyl}piperazine-1-carboxylate (1.55 g) and dimethylsulfide (0.24 mL) were added, and the reaction mixture was stirred at 0° C. for 30 min. Saturated aqueous sodium hydrogencarbonate was added, and the mix... The reactants are [H-].[Na+] (Sodium hydride), C1(=CC=CC=C1)CC(C)=O (phenyl acetone), C(C1=CC=CC=C1)Cl (benzyl chloride). The solvent is C(OC)COC (glyme), C(OC)COC (glyme), C(OC)COC (glyme). Yields the product C1(=CC=CC=C1)C(C(C)=O)CC1=CC=CC=C1 (3,4-Diphenyl-2-butanone). Reaction SMILES: [H-].[Na+].[C:3]1([CH2:9][C:10](=[O:12])[CH3:11])[CH:8]=[CH:7][CH:6]=[CH:5][CH:4]=1.[CH2:13](Cl)[C:14]1[CH:19]=[CH:18][CH:17]=[CH:16][CH:15]=1>C(COC)OC>[C:3]1([CH:9]([CH2:13][C:14]2[CH:19]=[CH:18][CH:17]=[CH:16][CH:15]=2)[C:10](=[O:12])[CH3:11])[CH:8]=[CH:7][CH:6]=[CH:5][CH:4]=1 |f:0.1|. Reported procedure: Sodium hydride (8.4 g., 0.2 mole, oil dispersion) is suspended in glyme (400 ml.) and phenyl acetone (26.8 g., 0.2 mole) in glyme (50 ml.) is added dropwise with stirring. After complete addition the mixture is heated to reflux for one hour then cooled in a cold water bath. A solution of benzyl chloride (25.3 g., 0.2 mole) in glyme (50 ml.) is added then the mixture is refluxed for 12 hours. Removal of the inorganic salts by filtration followed by vacuum distillation of the residue gives 31.06 g... Starting materials: CC(=O)OC(C)=O, O, O=P(O)(O)O, O=C(O)CCCc1cccs1. Product: O=C1CCCc2sccc21. As a reaction SMILES: [C:18]([O:19][C:20](=[O:21])[CH3:22])(=[O:23])[CH3:24].[OH2:17].[P:1](=[O:2])([OH:3])([OH:4])[OH:5].[s:6]1[c:7]([CH2:11][CH2:12][CH2:13][C:14](=[O:15])[OH:16])[cH:8][cH:9][cH:10]1>>[s:6]1[c:7]2[c:8]([cH:9][cH:10]1)[C:14](=[O:16])[CH2:13][CH2:12][CH2:11]2.